From a dataset of the Open Reaction Database (ORD), a public repository of structured organic reaction records. describe an organic reaction: reactants, conditions, products, and yield Procedure details: Prepared from rac-N2-(8-methoxy-1,2,3,4-tetrahydro-naphthalen-1-yl)-4H-benzo[d][1,3]oxazine-2,6-diamine (Example 22) (162 mg, 0.50 mmol, HPLC 1.090 min) and cyclopropanecarbonyl chloride (53 ul, 0.55 mmol) according to the procedure described for Example 17. Obtained the title compound as an off-white solid (190 mg, 90%, HPLC 1.479 min 93%), MS (ISP) m/e=392.2 [(M+H)+]. Isolated yield 97.1%. Product: COC=1C=CC=C2CCCC(C12)NC=1OCC2=C(N1)C=CC(=C2)NC(=O)C2CC2 (rac-Cyclopropanecarboxylic acid [2-(8-methoxy-1,2,3,4-tetrahydro-naphthalen-1-ylamino)-4H-benzo[d][1,3]oxazin-6-yl]-amide). Starting materials: COC=1C=CC=C2CCCC(C12)NC=1OCC2=C(N1)C=CC(=C2)N (rac-N2-(8-Methoxy-1,2,3,4-tetrahydro-naphthalen-1-yl)-4H-benzo[d][1,3]oxazine-2,6-diamine), C1(CC1)C(=O)Cl (cyclopropanecarbonyl chloride). Reaction SMILES: [CH3:1][O:2][C:3]1[CH:4]=[CH:5][CH:6]=[C:7]2[C:12]=1[CH:11]([NH:13][C:14]1[O:15][CH2:16][C:17]3[CH:23]=[C:22]([NH2:24])[CH:21]=[CH:20][C:18]=3[N:19]=1)[CH2:10][CH2:9][CH2:8]2.[CH:25]1([C:28](Cl)=[O:29])[CH2:27][CH2:26]1>>[CH3:1][O:2][C:3]1[CH:4]=[CH:5][CH:6]=[C:7]2[C:12]=1[CH:11]([NH:13][C:14]1[O:15][CH2:16][C:17]3[CH:23]=[C:22]([NH:24][C:28]([CH:25]4[CH2:27][CH2:26]4)=[O:29])[CH:21]=[CH:20][C:18]=3[N:19]=1)[CH2:10][CH2:9][CH2:8]2. Procedure details: A mixture of 2.52 g. of 3-dimethylamino-2-methyl-3'-(trifluoromethyl)acrylophenone and 1.36 g. of 3-amino-5-ethylpyrazole-4-carbonitrile in 25 ml. of glacial acetic acid is refluxed for 15 hours and then evaporated to a residue. The residue is treated as described in Example 1, giving the desired product, m.p. 163°-164° C. Solvent: C(C)(=O)O (acetic acid). Starting materials: CN(C=C(C(=O)C1=CC(=CC=C1)C(F)(F)F)C)C (3-dimethylamino-2-methyl-3'-(trifluoromethyl)acrylophenone), NC1=NNC(=C1C#N)CC (3-amino-5-ethylpyrazole-4-carbonitrile). Yields the product C(C)C1=NN2C(N=CC(=C2C=2C=C(C=CC2)C(F)(F)F)C)=C1C#N (2-Ethyl-6-methyl-7-(α,α,α-trifluoro-m-tolyl)pyrazolo[1,5-a]pyrimidine-3-carbonitrile). RXN SMILES: C[N:2]([CH3:18])[CH:3]=[C:4]([CH3:17])[C:5]([C:7]1[CH:12]=[CH:11][CH:10]=[C:9]([C:13]([F:16])([F:15])[F:14])[CH:8]=1)=O.[NH2:19][C:20]1[C:24](C#N)=[C:23]([CH2:27][CH3:28])[NH:22][N:21]=1>C(O)(=O)C>[CH2:27]([C:23]1[C:24]([C:20]#[N:19])=[C:18]2[N:2]=[CH:3][C:4]([CH3:17])=[C:5]([C:7]3[CH:8]=[C:9]([C:13]([F:14])([F:15])[F:16])[CH:10]=[CH:11][CH:12]=3)[N:21]2[N:22]=1)[CH3:28]. The reactants are CCc1nc(C=O)c2n1CCN(C(=O)OC(C)(C)C)C2CCc1ccc(C(F)(F)F)cc1, CC(=O)OC(C)=O, Cl, NO, O, c1ccncc1. The product is CCc1nc(C#N)c2n1CCN(C(=O)OC(C)(C)C)C2CCc1ccc(C(F)(F)F)cc1. RXN SMILES: [C:1]([CH3:2])([CH3:3])([CH3:4])[O:5][C:6](=[O:7])[N:8]1[CH:9]([CH2:21][CH2:22][c:23]2[cH:24][cH:25][c:26]([C:29]([F:30])([F:31])[F:32])[cH:27][cH:28]2)[c:10]2[n:11]([c:14]([CH2:19][CH3:20])[n:15][c:16]2[CH:17]=[O:18])[CH2:12][CH2:13]1.[CH3:36][C:37]([O:38][C:39](=[O:40])[CH3:41])=[O:42].[ClH:33].[NH2:34][OH:35].[OH2:43].[cH:44]1[cH:45][cH:46][n:47][cH:48][cH:49]1>>[C:1]([CH3:2])([CH3:3])([CH3:4])[O:5][C:6](=[O:7])[N:8]1[CH:9]([CH2:21][CH2:22][c:23]2[cH:24][cH:25][c:26]([C:29]([F:30])([F:31])[F:32])[cH:27][cH:28]2)[c:10]2[n:11]([c:14]([CH2:19][CH3:20])[n:15][c:16]2[C:17]#[N:34])[CH2:12][CH2:13]1. Starting materials: ClC=1C=C2CC(C(C2=CC1)=O)C(=O)OC (methyl 5-chloro-2,3-dihydro-1-oxo-1H-indene-2-carboxylate), ClC=1C=C2CC(C(C2=CC1)=O)C(=O)OC (methyl 5-chloro-2,3-dihydro-1-oxo-1H-indene-2-carboxylate), ClC=1C=C2CC(C(C2=CC1)=O)C(=O)OC (methyl 5-chloro-1-oxo-2,3-dihydroindene-2-carboxylate), C(C)(C)(C)OO (tert-butyl hydroperoxide). The reagents and catalysts are CC([O-])C.[Zr+4].CC([O-])C.CC([O-])C.CC([O-])C (zirconium(1V) isopropoxide). Solvent: C1(=CC=CC=C1)C (toluene), C(C)#N (acetonitrile). Run at temperature 30 celsius, time 24 hour. Product: ClC=1C=C2CC(C(C2=CC1)=O)(C(=O)OC)O (racemic methyl 5-chloro-2,3-dihydro-2-hydroxy-1-oxo-1H-indene-2-carboxylate). Yield: 89.0%. RXN SMILES: [Cl:1][C:2]1[CH:3]=[C:4]2[C:8](=[CH:9][CH:10]=1)[C:7](=[O:11])[CH:6]([C:12]([O:14][CH3:15])=[O:13])[CH2:5]2.C([O:20]O)(C)(C)C>C1(C)C=CC=CC=1.C(#N)C.CC(C)[O-].[Zr+4].CC(C)[O-].CC(C)[O-].CC(C)[O-]>[Cl:1][C:2]1[CH:3]=[C:4]2[C:8](=[CH:9][CH:10]=1)[C:7](=[O:11])[C:6]([OH:20])([C:12]([O:14][CH3:15])=[O:13])[CH2:5]2 |f:4.5.6.7.8|. Procedure details: To a solution of methyl 5-chloro-2,3-dihydro-1-oxo-1H-indene-2-carboxylate (also known as methyl 5-chloro-1-oxo-2,3-dihydroindene-2-carboxylate) (0.500 g, 2.23 mmol) (Formula IIa wherein R1 is OCH3 and R4 is Cl) and zirconium(1V) isopropoxide (0.0086 g, 0.022 mmol) in toluene (1.34 g, 1.56 mL) at 30° C. was added an aqueous solution of tert-butyl hydroperoxide (70%, 0.316 g, 2.46 mmol). The reaction mixture was stirred for 24 hours at 30° C. and then diluted with acetonitrile (about 6 mL). Quant... The reactants are FC1=CC2=C(SC=C2CCCN2CCN(CC2)C2=NC=NC=C2OC)C=C1 (1-[3-(5-fluorobenzo[b]thien-3-yl)propyl]-4-(5-methoxy-4-pyrimidinyl)piperazine), S(=O)(=O)(O)C1=CC=C(C)C=C1.OCCCC=1C2=C(SC1)C=CC(=C2)C(=O)N (3-(3-hydroxypropyl)benzo[b]thiene-5-carboxamide tosylate), COC=1C(=NC=NC1)N1CCNCC1 (1-(5-methoxy-4-pyrimidinyl)piperazine). Yields the product NC(=O)C1=CC2=C(SC=C2CCCN2CCN(CC2)C2=NC=NC=C2OC)C=C1 (1-[3-(5-aminocarbonylbenzo[b]thien-3-yl)propyl]-4-(5-methoxy-4-pyrimidinyl)piperazine). RXN SMILES: F[C:2]1[CH:27]=[CH:26][C:5]2[S:6][CH:7]=[C:8]([CH2:9][CH2:10][CH2:11][N:12]3[CH2:17][CH2:16][N:15]([C:18]4[C:23]([O:24][CH3:25])=[CH:22][N:21]=[CH:20][N:19]=4)[CH2:14][CH2:13]3)[C:4]=2[CH:3]=1.S(C1C=CC(C)=CC=1)(O)(=O)=O.OCCCC1C2C=C([C:52]([NH2:54])=[O:53])C=CC=2SC=1.COC1C(N2CCNCC2)=NC=NC=1>>[NH2:54][C:52]([C:2]1[CH:27]=[CH:26][C:5]2[S:6][CH:7]=[C:8]([CH2:9][CH2:10][CH2:11][N:12]3[CH2:17][CH2:16][N:15]([C:18]4[C:23]([O:24][CH3:25])=[CH:22][N:21]=[CH:20][N:19]=4)[CH2:14][CH2:13]3)[C:4]=2[CH:3]=1)=[O:53] |f:1.2|. Procedure: The title compound was prepared (0.20 g, 37%, mp 169°-170° C.) in a manner analogous to the preparation of 1-[3-(5-fluorobenzo[b]thien-3-yl)propyl]-4-(5-methoxy-4-pyrimidinyl)piperazine (Example 52) by the reaction of 3-(3-hydroxypropyl)benzo[b]thiene-5-carboxamide tosylate with 1-(5-methoxy-4-pyrimidinyl)piperazine. Product: FC=1C=C(C=CC1N1N=CN=C1C)NC=1N=C(C2=C(N1)C(CC2)C2=CC(=C(C(=C2)F)F)F)NC (N2-(3-fluoro-4-(5-methyl-1H-1,2,4-triazol-1-yl)phenyl)-N4-methyl-7-(3,4,5-trifluorophenyl)-6,7-dihydro-5H-cyclopenta[d]pyrimidine-2,4-diamine). RXN SMILES: Cl[C:2]1[N:3]=[C:4]([NH:20][CH3:21])[C:5]2[CH2:10][CH2:9][CH:8]([C:11]3[CH:16]=[C:15]([F:17])[C:14]([F:18])=[C:13]([F:19])[CH:12]=3)[C:6]=2[N:7]=1.[F:22][C:23]1[CH:24]=[C:25]([CH:27]=[CH:28][C:29]=1[N:30]1[C:34]([CH3:35])=[N:33][CH:32]=[N:31]1)[NH2:26]>C(O)(=O)C.C1COCC1>[F:22][C:23]1[CH:24]=[C:25]([NH:26][C:2]2[N:3]=[C:4]([NH:20][CH3:21])[C:5]3[CH2:10][CH2:9][CH:8]([C:11]4[CH:16]=[C:15]([F:17])[C:14]([F:18])=[C:13]([F:19])[CH:12]=4)[C:6]=3[N:7]=2)[CH:27]=[CH:28][C:29]=1[N:30]1[C:34]([CH3:35])=[N:33][CH:32]=[N:31]1. The reactants are ClC=1N=C(C2=C(N1)C(CC2)C2=CC(=C(C(=C2)F)F)F)NC (2-Chloro-N-methyl-7-(3,4,5-trifluorophenyl)-6,7-dihydro-5H-cyclopenta[d]pyrimidin-4-amine), FC=1C=C(N)C=CC1N1N=CN=C1C (3-fluoro-4-(5-methyl-1H-1,2,4-triazol-1-yl)aniline). Run at temperature 80 celsius. Reported procedure: 2-Chloro-N-methyl-7-(3,4,5-trifluorophenyl)-6,7-dihydro-5H-cyclopenta[d]pyrimidin-4-amine (65.3 mg, 0.208 mmol) was added to a solution of 3-fluoro-4-(5-methyl-1H-1,2,4-triazol-1-yl)aniline (40 mg, 0.208 mmol) in acetic acid (2 mL) and THF (2.000 mL). The reaction mixture was heated at 80° C. overnight. Partial formation of the desired product was observed. The reaction mixture was heated at 130° C. for 6 h. The crude reaction mixture was purified by preparative HPLC. The appropriate fractions w... Run in C(C)(=O)O (acetic acid), C1CCOC1 (THF). The reactants are CC=1CC2=CC=C(C(=C2C1)C1=CC=CC=C1)C (2,5-Dimethyl-4-phenylindene), CC=1CC2=CC=C(C(=C2C1)C1=CC=CC=C1)C (2,5-Dimethyl-4-phenylindene), [Li]CCCC (nBuLi). The solvent is CCCCC (pentane). Conditions: time 5 hour. Yields the product CC=1[CH-]C2=CC=C(C(=C2C1)C1=CC=CC=C1)C.[Li+] (Lithium[2,5-dimethyl-4-phenylindenide]). RXN SMILES: [CH3:1][C:2]1[CH2:3][C:4]2[C:9]([CH:10]=1)=[C:8]([C:11]1[CH:16]=[CH:15][CH:14]=[CH:13][CH:12]=1)[C:7]([CH3:17])=[CH:6][CH:5]=2.[Li:18]CCCC>CCCCC>[CH3:1][C:2]1[CH-:3][C:4]2[C:9]([CH:10]=1)=[C:8]([C:11]1[CH:12]=[CH:13][CH:14]=[CH:15][CH:16]=1)[C:7]([CH3:17])=[CH:6][CH:5]=2.[Li+:18] |f:3.4|. Reported procedure: 2,5-Dimethyl-4-phenylindene (1.3 g, 5.9 mmol), prepared as described under (a) above, was dissolved in 100 ml of pentane. To this solution was added 2.4 ml of nBuLi (n-butyl lithium, 2.5 M in hexane) and the reaction was stirred five hours at room temperature. A yellow-white solid precipitated from solution and was collected by frit filtration and washed with additional pentane. Yield: 1.2 g (98%). The reactants are CC=1C=C(C(=O)O)C=CC1 (m-methylbenzoic acid), C1CCC(CC1)N=C=NC2CCCCC2 (DCC), CS(=O)(=O)OC1=CC2=CC=C(C=C2C=C1)C(N)=N (6-amidino-2-naphthol methanesulfonate). Solvent: N1=CC=CC=C1 (pyridine). Conditions: time 24 hour. Yields the product CS(=O)(=O)O.CC=1C=C(C(=O)OC2=CC3=CC=C(C=C3C=C2)C(N)=N)C=CC1 (6-amidino-2-naphthyl 3-methylbenzoate methanesulfonate). Isolated yield 32.5%. As a reaction SMILES: [CH3:1][C:2]1[CH:3]=[C:4]([CH:8]=[CH:9][CH:10]=1)[C:5]([OH:7])=[O:6].C1CCC(N=C=NC2CCCCC2)CC1.[CH3:26][S:27]([O:30][C:31]1[CH:40]=[CH:39][C:38]2[C:33](=[CH:34][CH:35]=[C:36]([C:41](=[NH:43])[NH2:42])[CH:37]=2)[CH:32]=1)(=[O:29])=[O:28]>N1C=CC=CC=1>[CH3:26][S:27]([OH:30])(=[O:29])=[O:28].[CH3:1][C:2]1[CH:3]=[C:4]([CH:8]=[CH:9][CH:10]=1)[C:5]([O:7][C:31]1[CH:40]=[CH:39][C:38]2[C:33](=[CH:34][CH:35]=[C:36]([C:41](=[NH:42])[NH2:43])[CH:37]=2)[CH:32]=1)=[O:6] |f:4.5|. Procedure details: To a solution of 2.3 g of m-methylbenzoic acid in 30 ml of anhydrous pyridine, was added 4.4 g of DCC. To the stirred mixture, while being cooled in ice, was added 5 g of 6-amidino-2-naphthol methanesulfonate. After stirring for 24 hours, the insolubles were removed by filtration and ethylether was added to the filtrate. On separation of the resulting oily substance by decantation, it crystallized. The crystals were recrystallized from a methanol-ether mixture to obtain 2.2 g of 6-amidino-2-naph... The reactants are ClCC1=CC=C(C=C1)NC(=O)C1=CC2=CC(=CC=C2CC1)C1=CC=C(C=C1)C (N-[4-(chloromethyl)-phenyl]-7-(4-methylphenyl)-3,4-dihydronaphthalene-2-carboxamide), OCCN1CCNCC1 (1-(2-hydroxyethyl)piperazine), C(O)([O-])=O.[Na+] (sodium hydrogen carbonate). Run in C1CCOC1 (THF). Product: OCCN1CCN(CC1)CC1=CC=C(C=C1)NC(=O)C1=CC2=CC(=CC=C2CC1)C1=CC=C(C=C1)C (N-[4-[1-(2-hydroxyethyl)-4-piperazinylmethyl]phenyl]-7-(4-methylphenyl)-3,4-dihydronaphthalene-2-carboxamide). RXN SMILES: Cl[CH2:2][C:3]1[CH:8]=[CH:7][C:6]([NH:9][C:10]([C:12]2[CH2:21][CH2:20][C:19]3[C:14](=[CH:15][C:16]([C:22]4[CH:27]=[CH:26][C:25]([CH3:28])=[CH:24][CH:23]=4)=[CH:17][CH:18]=3)[CH:13]=2)=[O:11])=[CH:5][CH:4]=1.[OH:29][CH2:30][CH2:31][N:32]1[CH2:37][CH2:36][NH:35][CH2:34][CH2:33]1.C(=O)([O-])O.[Na+]>C1COCC1>[OH:29][CH2:30][CH2:31][N:32]1[CH2:37][CH2:36][N:35]([CH2:2][C:3]2[CH:8]=[CH:7][C:6]([NH:9][C:10]([C:12]3[CH2:21][CH2:20][C:19]4[C:14](=[CH:15][C:16]([C:22]5[CH:27]=[CH:26][C:25]([CH3:28])=[CH:24][CH:23]=5)=[CH:17][CH:18]=4)[CH:13]=3)=[O:11])=[CH:5][CH:4]=2)[CH2:34][CH2:33]1 |f:2.3|. Reported procedure: In THF (7ml) was dissolved N-[4-(chloromethyl)-phenyl]-7-(4-methylphenyl)-3,4-dihydronaphthalene-2-carboxamide (150mg), and to the mixture was added 1-(2-hydroxyethyl)piperazine (142 μl). The mixture was refluxed for 22 hours. The reaction mixture was cooled to room temperature, and to the mixture was added 5% sodium hydrogen carbonate solution (50ml). The mixture was extracted with ethyl acetate. The organic layer was washed with saturated sodium chloride solution, dried with anhydrous sodium s... Starting materials: C(C)OC(C(=C(SC)SC)C(CC)=O)=O (3,3-bismethylthio-2-propionylacrylic acid ethyl ester), Cl.BrC1=CC(=C(C(=C1)C)NN)C (4-bromo-2,6-dimethylphenylhydrazine hydrochloride), C([O-])([O-])=O.[Na+].[Na+] (sodium carbonate). The solvent is C(C)O (ethanol). Yields the product C(C)OC(=O)C=1C(=NN(C1SC)C1=C(C=C(C=C1C)Br)C)CC (1-(4-Bromo-2,6-dimethylphenyl)-3-ethyl-5-methylthio-1H-pyrazole-4-carboxylic acid ethyl ester). Yield: 19.0%. RXN SMILES: [CH2:1]([O:3][C:4](=[O:15])[C:5]([C:11](=O)[CH2:12][CH3:13])=[C:6]([S:9][CH3:10])SC)[CH3:2].Cl.[Br:17][C:18]1[CH:23]=[C:22]([CH3:24])[C:21]([NH:25][NH2:26])=[C:20]([CH3:27])[CH:19]=1.C(=O)([O-])[O-].[Na+].[Na+]>C(O)C>[CH2:1]([O:3][C:4]([C:5]1[C:11]([CH2:12][CH3:13])=[N:26][N:25]([C:21]2[C:20]([CH3:27])=[CH:19][C:18]([Br:17])=[CH:23][C:22]=2[CH3:24])[C:6]=1[S:9][CH3:10])=[O:15])[CH3:2] |f:1.2,3.4.5|. Procedure details: A solution of 8.58 g (34.5 mmol) of 3,3-bismethylthio-2-propionylacrylic acid ethyl ester, 8.67 g (34.5 mmol) of 4-bromo-2,6-dimethylphenylhydrazine hydrochloride and 7.31 g (69.0 mmol) of sodium carbonate in 150 mL of ethanol in a 250 mL RBF under an atmosphere of dry N2 was refluxed over the weekend. The reaction mixture was cooled to room temperature and evaporated to a reddish solid. This material was partitioned between 150 mL of water and 200 mL of methylene chloride (CH2Cl2). The organic ...